From a dataset of the Open Reaction Database (ORD), a public repository of structured organic reaction records. describe an organic reaction: reactants, conditions, products, and yield Reactants: CCO, O=[N+]([O-])c1cccc(Cl)c1NCCCO, [H][H]. RXN SMILES: [CH3:18][CH2:19][OH:20].[Cl:1][c:2]1[c:3]([NH:11][CH2:12][CH2:13][CH2:14][OH:15])[c:4]([N+:8]([O-:9])=[O:10])[cH:5][cH:6][cH:7]1.[H:16][H:17]>>[Cl:1][c:2]1[c:3]([NH:11][CH2:12][CH2:13][CH2:14][OH:15])[c:4]([NH2:8])[cH:5][cH:6][cH:7]1. The product is Nc1cccc(Cl)c1NCCCO. The product is FC1=CC=C(C=C1)N(CC(=O)O)N=O (N-(4-fluorophenyl)-N-nitrosoglycine). Procedure: Sodium nitrite (3.97 g), 57.5 mmol) in 10 mL water was added to a suspension of N-(4-fluorophenyl)glycine 9.25 g (54.7 mmol) in water (50 mL) under nitrogen. The reaction mixture was stirred until clear, ca. 6 hours. Acidification to pH 3 with HCl precipitated the product which was filtered and washed with water (50 mL) and dried to afford the title product. Reaction SMILES: [N:1]([O-:3])=O.[Na+].[F:5][C:6]1[CH:11]=[CH:10][C:9]([NH:12][CH2:13][C:14]([OH:16])=[O:15])=[CH:8][CH:7]=1>O>[F:5][C:6]1[CH:7]=[CH:8][C:9]([N:12]([N:1]=[O:3])[CH2:13][C:14]([OH:16])=[O:15])=[CH:10][CH:11]=1 |f:0.1|. Solvent: O (water), O (water). Reaction conditions: time 6 hour. Starting materials: N(=O)[O-].[Na+] (Sodium nitrite), FC1=CC=C(C=C1)NCC(=O)O (N-(4-fluorophenyl)glycine).